From a dataset of the Open Reaction Database (ORD), a public repository of structured organic reaction records. describe an organic reaction: reactants, conditions, products, and yield Reactants: CS(C)=O, O=[N+]([O-])c1ccccc1F, [K+], [K+], O=C([O-])[O-], Oc1ccccc1I. Yields the product O=[N+]([O-])c1ccccc1Oc1ccccc1I. RXN SMILES: [CH3:25][S:26]([CH3:27])=[O:28].[F:9][c:10]1[c:11]([N+:16](=[O:17])[O-:18])[cH:12][cH:13][cH:14][cH:15]1.[K+:19].[K+:20].[O-:21][C:22]([O-:23])=[O:24].[OH:1][c:2]1[cH:3][cH:4][cH:5][cH:6][c:7]1[I:8]>>[O:1]([c:2]1[cH:3][cH:4][cH:5][cH:6][c:7]1[I:8])[c:10]1[c:11]([N+:16](=[O:17])[O-:18])[cH:12][cH:13][cH:14][cH:15]1. Reactants: FC=1C=C(C=C(C1)F)C=1C(C(OC1C1=CC=C(C=C1)SC)(C)C)=O (4-(3,5-difluorophenyl)-2,2-dimethyl-5-{4-(methylthio)-phenyl}-3(2H)-furanone), OOS(=O)[O-].[K+] (OXONE), C1CCOC1 (THF). Solvent: C(C)O (ethanol), O (water). Product: FC=1C=C(C=C(C1)F)C=1C(C(OC1C1=CC=C(C=C1)S(=O)(=O)C)(C)C)=O (4-(3,5-difluorophenyl)-2,2-dimethyl-5-{4-(methylsulfonyl)phenyl}-3(2H)-furanone). Reaction SMILES: [F:1][C:2]1[CH:3]=[C:4]([C:9]2[C:10](=[O:24])[C:11]([CH3:23])([CH3:22])[O:12][C:13]=2[C:14]2[CH:19]=[CH:18][C:17](SC)=[CH:16][CH:15]=2)[CH:5]=[C:6]([F:8])[CH:7]=1.O[O:26][S:27]([O-:29])=O.[K+].[CH2:31]1COCC1>C(O)C.O>[F:1][C:2]1[CH:3]=[C:4]([C:9]2[C:10](=[O:24])[C:11]([CH3:23])([CH3:22])[O:12][C:13]=2[C:14]2[CH:19]=[CH:18][C:17]([S:27]([CH3:31])(=[O:29])=[O:26])=[CH:16][CH:15]=2)[CH:5]=[C:6]([F:8])[CH:7]=1 |f:1.2|. Reported procedure: Alternatively, 18 g of 4-(3,5-difluorophenyl)-2,2-dimethyl-5-{4-(methylthio)-phenyl}-3(2H)-furanone (Example 173) was reacted with 45 g of OXONE in 300 ml THF, 300 ml ethanol and 300 ml water according to a procedure similar to the alternative procedure of Example 4 to afford 19.5 g of 4-(3,5-difluorophenyl)-2,2-dimethyl-5-{4-(methylsulfonyl)phenyl}-3(2H)-furanone.